This data is from the Open Reaction Database (ORD), a public repository of structured organic reaction records. The task is: describe an organic reaction: reactants, conditions, products, and yield Reactants: O1C(=CC=C1)C(=O)NN (2-furancarboxylic acid hydrazide), C(C1=CC=CC=C1)N=C=S (benzyl isothiocyanate), ClC1=CC=C(CBr)C=C1 (4-chlorobenzyl bromide). Product: C(C1=CC=CC=C1)N1C(=NN=C1C=1OC=CC1)SCC1=CC=C(C=C1)Cl (4-benzyl-3-[(4-chlorobenzyl)thio]-5-(2-furyl)-4H-1,2,4-triazole). RXN SMILES: [O:1]1[CH:5]=[CH:4][CH:3]=[C:2]1[C:6]([NH:8][NH2:9])=O.[CH2:10]([N:17]=[C:18]=[S:19])[C:11]1[CH:16]=[CH:15][CH:14]=[CH:13][CH:12]=1.[Cl:20][C:21]1[CH:28]=[CH:27][C:24]([CH2:25]Br)=[CH:23][CH:22]=1>>[CH2:10]([N:17]1[C:6]([C:2]2[O:1][CH:5]=[CH:4][CH:3]=2)=[N:8][N:9]=[C:18]1[S:19][CH2:25][C:24]1[CH:27]=[CH:28][C:21]([Cl:20])=[CH:22][CH:23]=1)[C:11]1[CH:16]=[CH:15][CH:14]=[CH:13][CH:12]=1. Reported procedure: This compound was synthesized using the same methodology as described in Example 1 above, using 2-furancarboxylic acid hydrazide, benzyl isothiocyanate and 4-chlorobenzyl bromide as the starting materials. (M+H)+−382. The reactants are CN=C(NC)N(C)C, C1CCOC1, C=C(C(=O)OCC)c1ccccc1, c1c[nH]cn1. Yields the product CCOC(=O)C(Cn1ccnc1)c1ccccc1. RXN SMILES: [CH3:19][NH:20][C:21](=[N:22][CH3:23])[N:24]([CH3:25])[CH3:26].[O:27]1[CH2:28][CH2:29][CH2:30][CH2:31]1.[c:1]1([C:7]([C:8](=[O:9])[O:10][CH2:11][CH3:12])=[CH2:13])[cH:2][cH:3][cH:4][cH:5][cH:6]1.[nH:14]1[cH:15][n:16][cH:17][cH:18]1>>[c:1]1([CH:7]([C:8](=[O:9])[O:10][CH2:11][CH3:12])[CH2:13][n:14]2[cH:15][n:16][cH:17][cH:18]2)[cH:2][cH:3][cH:4][cH:5][cH:6]1. Starting materials: CN(C)C=O, ClCCl, [Na+], [OH-], O, O=P(Cl)(Cl)Cl, O=C(O)CCc1c[nH]c2c1CCCC2. The product is O=Cc1[nH]c2c(c1CCC(=O)O)CCCC2. Reaction SMILES: [CH3:1][N:2]([CH:3]=[O:4])[CH3:5].[Cl:28][CH2:29][Cl:30].[Na+:26].[OH-:25].[OH2:27].[P:6]([Cl:7])([Cl:8])([Cl:9])=[O:10].[nH:11]1[cH:12][c:13]([CH2:20][CH2:21][C:22](=[O:23])[OH:24])[c:14]2[c:19]1[CH2:18][CH2:17][CH2:16][CH2:15]2>>[CH:3](=[O:4])[c:12]1[nH:11][c:19]2[c:14]([c:13]1[CH2:20][CH2:21][C:22](=[O:23])[OH:24])[CH2:15][CH2:16][CH2:17][CH2:18]2.